This data is from the Open Reaction Database (ORD), a public repository of structured organic reaction records. The task is: describe an organic reaction: reactants, conditions, products, and yield The reactants are C(C)(C)(C)C=1C=C(CCC2=C(C(=CC(=C2)F)F)NC(=O)NC2CCN(CC2)CC2=CC=CC=C2)C=C(C1O)C(C)(C)C (N-[2-(3,5-di-tert-butyl-4-hydroxyphenethyl)-4,6-difluorophenyl]-N'-(1-benzyl-4-piperidyl)urea), CS(=O)(=O)O (methanesulfonic acid). Run in C(C)O (ethanol). Conditions: temperature 50 celsius, time 8 hour. Yields the product CS(=O)(=O)O.C(C)(C)(C)C=1C=C(CCC2=C(C(=CC(=C2)F)F)NC(=O)NC2CCN(CC2)CC2=CC=CC=C2)C=C(C1O)C(C)(C)C (N-[2-(3,5-di-tert-butyl-4-hydroxyphenethyl)-4,6-difluorophenyl]-N'-(1-benzyl-4-piperidyl)urea methanesulfonate). Yield: 87.0%. RXN SMILES: [C:1]([C:5]1[CH:6]=[C:7]([CH:35]=[C:36]([C:39]([CH3:42])([CH3:41])[CH3:40])[C:37]=1[OH:38])[CH2:8][CH2:9][C:10]1[CH:15]=[C:14]([F:16])[CH:13]=[C:12]([F:17])[C:11]=1[NH:18][C:19]([NH:21][CH:22]1[CH2:27][CH2:26][N:25]([CH2:28][C:29]2[CH:34]=[CH:33][CH:32]=[CH:31][CH:30]=2)[CH2:24][CH2:23]1)=[O:20])([CH3:4])([CH3:3])[CH3:2].[CH3:43][S:44]([OH:47])(=[O:46])=[O:45]>C(O)C>[CH3:43][S:44]([OH:47])(=[O:46])=[O:45].[C:39]([C:36]1[CH:35]=[C:7]([CH:6]=[C:5]([C:1]([CH3:4])([CH3:3])[CH3:2])[C:37]=1[OH:38])[CH2:8][CH2:9][C:10]1[CH:15]=[C:14]([F:16])[CH:13]=[C:12]([F:17])[C:11]=1[NH:18][C:19]([NH:21][CH:22]1[CH2:27][CH2:26][N:25]([CH2:28][C:29]2[CH:34]=[CH:33][CH:32]=[CH:31][CH:30]=2)[CH2:24][CH2:23]1)=[O:20])([CH3:42])([CH3:41])[CH3:40] |f:3.4|. Procedure details: N-[2-(3,5-di-tert-butyl-4-hydroxyphenethyl)-4,6-difluorophenyl]-N'-(1-benzyl-4-piperidyl)urea (0.50 g) was suspended in ethanol (10 ml) and heated at 50° C. to dissolve it. To the solution was added methanesulfonic acid (56 μl) and this solution was concentrated. The concentrate was dissolved with a mixed solvent of ethyl acetate (1 ml) and diisopropylether (3 ml). The solution was cooled to 0°-5° C. and allowed to stand overnight. The resultant crystals were filtered and dried to give the title... Starting materials: CC(C)(C)OC(=O)COc1ncc(Br)cn1, CC(=O)[O-], CC(=O)[O-], Cc1ccccc1, OB(O)c1ccccc1F, [Na+], [Na+], O=C([O-])[O-], [Pd+2], c1ccc(P(c2ccccc2)c2ccccc2)cc1. The product is CC(C)(C)OC(=O)COc1ncc(-c2ccccc2F)cn1. RXN SMILES: [C:1]([CH3:2])([CH3:3])([CH3:4])[O:5][C:6]([CH2:7][O:8][c:9]1[n:10][cH:11][c:12]([Br:15])[cH:13][n:14]1)=[O:16].[C:59]([O-:60])(=[O:61])[CH3:62].[C:64]([O-:65])(=[O:66])[CH3:67].[CH3:52][c:53]1[cH:54][cH:55][cH:56][cH:57][cH:58]1.[F:17][c:18]1[c:19]([B:24]([OH:25])[OH:26])[cH:20][cH:21][cH:22][cH:23]1.[Na+:46].[Na+:47].[O-:48][C:49](=[O:50])[O-:51].[Pd+2:63].[c:27]1([P:28]([c:29]2[cH:30][cH:31][cH:32][cH:33][cH:34]2)[c:35]2[cH:36][cH:37][cH:38][cH:39][cH:40]2)[cH:41][cH:42][cH:43][cH:44][cH:45]1>>[C:1]([CH3:2])([CH3:3])([CH3:4])[O:5][C:6]([CH2:7][O:8][c:9]1[n:10][cH:11][c:12](-[c:19]2[c:18]([F:17])[cH:23][cH:22][cH:21][cH:20]2)[cH:13][n:14]1)=[O:16]. Reactants: ClCCBr, O=C([O-])[O-], COC(=O)c1ccccc1O, CCC(C)=O, [K+], [K+]. Product: COC(=O)c1ccccc1OCCCl. Reaction SMILES: [Br:18][CH2:19][CH2:20][Cl:21].[C:1](=[O:2])([O-:3])[O-:4].[C:7]([c:8]1[c:9]([OH:10])[cH:11][cH:12][cH:13][cH:14]1)(=[O:15])[O:16][CH3:17].[CH2:22]([C:23]([CH3:24])=[O:25])[CH3:26].[K+:5].[K+:6]>>[C:7]([c:8]1[c:9]([O:10][CH2:19][CH2:20][Cl:21])[cH:11][cH:12][cH:13][cH:14]1)(=[O:15])[O:16][CH3:17]. Starting materials: N1CCC(CC1)C(O)(C1=NC=CC=C1)C1=NC=CC=C1 (α-(4-piperidinyl)-α-(2-pyridinyl)-2-pyridinemethanol), ClCCC1CN(C(O1)=O)C (5-(2-chloroethyl)-3-methyl-2-oxazolidinone), C([O-])([O-])=O.[Na+].[Na+] (sodium carbonate), [I-].[K+] (potassium iodide). The solvent is C(CCC)O (1-butanol). Product: N1=C(C=CC=C1)C(C1CCN(CC1)CCC1CN(C(O1)=O)C)(O)C1=NC=CC=C1 (5-[2-[4-[bis(2-pyridinyl)hydroxymethyl]-1-piperidinyl]ethyl]-3-methyl-2-oxazolidinone). RXN SMILES: [NH:1]1[CH2:6][CH2:5][CH:4]([C:7]([C:15]2[CH:20]=[CH:19][CH:18]=[CH:17][N:16]=2)([C:9]2[CH:14]=[CH:13][CH:12]=[CH:11][N:10]=2)[OH:8])[CH2:3][CH2:2]1.Cl[CH2:22][CH2:23][CH:24]1[O:28][C:27](=[O:29])[N:26]([CH3:30])[CH2:25]1.C(=O)([O-])[O-].[Na+].[Na+].[I-].[K+]>C(O)CCC>[N:16]1[CH:17]=[CH:18][CH:19]=[CH:20][C:15]=1[C:7]([C:9]1[CH:14]=[CH:13][CH:12]=[CH:11][N:10]=1)([OH:8])[CH:4]1[CH2:5][CH2:6][N:1]([CH2:22][CH2:23][CH:24]2[O:28][C:27](=[O:29])[N:26]([CH3:30])[CH2:25]2)[CH2:2][CH2:3]1 |f:2.3.4,5.6|. Procedure: A mixture of 2.69 g (0.01 mol) of α-(4-piperidinyl)-α-(2-pyridinyl)-2-pyridinemethanol, 1.6 g (0.01 mol) of 5-(2-chloroethyl)-3-methyl-2-oxazolidinone, 3.7 g (0.035 mol) of anhydrous sodium carbonate and 0.1 g of potassium iodide in 100 mL of 1-butanol is heated at reflux for 16 hr. The mixture is concentrated and the residue is partitioned between benzene and water. The organic layer is washed with water and brine, dried over sodium sulfate, filtered and concentrated to give the title compound. Starting materials: C1(=CC=CC=C1)CC(=O)NC1[C@@H]2N(C(C(CS2)=C)C(=O)OCC2=CC=C(C=C2)[N+](=O)[O-])C1=O (p-nitrobenzyl 7-phenylacetamido-3-methylenecepham-4-carboxylate), ozonide, S(=O)=O (sulfur dioxide). The solvent is C(Cl)Cl (methylene chloride). Yields the product C1(=CC=CC=C1)CC(=O)NC1[C@@H]2N(C(=C(CS2)O)C(=O)OCC2=CC=C(C=C2)[N+](=O)[O-])C1=O (p-Nitrobenzyl 7-phenylacetamido-3-hydroxy-3-cephem-4-carboxylate). RXN SMILES: [C:1]1([CH2:7][C:8]([NH:10][CH:11]2[C:32](=[O:33])[N:13]3[CH:14]([C:19]([O:21][CH2:22][C:23]4[CH:28]=[CH:27][C:26]([N+:29]([O-:31])=[O:30])=[CH:25][CH:24]=4)=[O:20])[C:15](=C)[CH2:16][S:17][C@H:12]23)=[O:9])[CH:6]=[CH:5][CH:4]=[CH:3][CH:2]=1.S(=O)=[O:35]>C(Cl)Cl>[C:1]1([CH2:7][C:8]([NH:10][CH:11]2[C:32](=[O:33])[N:13]3[C:14]([C:19]([O:21][CH2:22][C:23]4[CH:28]=[CH:27][C:26]([N+:29]([O-:31])=[O:30])=[CH:25][CH:24]=4)=[O:20])=[C:15]([OH:35])[CH2:16][S:17][C@H:12]23)=[O:9])[CH:2]=[CH:3][CH:4]=[CH:5][CH:6]=1. Reported procedure: Following the ozonization procedures described in Example 9, a solution of 350 mg. of p-nitrobenzyl 7-phenylacetamido-3-methylenecepham-4-carboxylate in 250 ml. of methylene chloride was cooled to -78° C. and was ozonized. The intermediate ozonide was decomposed in situ with sulfur dioxide and the reaction product was recovered and obtained crystalline by extraction with ethyl acetate. The reactants are C(C=1C(S)=CC=CC1)(=O)O (thiosalicylic acid), C(C=1C(S)=CC=CC1)(=O)O (Thiosalicylic acid), C(C)(=O)NC1=C2C(C(NC2=CC=C1)(CC(=O)O)C)SC1=CC=C(C=C1)Cl (4-(acetylamino)-3-[(4-chlorophenyl)thio]-2-methyl-1H-indole-acetic acid), ( iv ), FC(C(=O)O)(F)F (trifluoroacetic acid). Run at temperature 60 celsius. Product: C(C)(=O)NC1=C2C=C(N(C2=CC=C1)CC(=O)OCC)C (4-(acetylamino)-2-methyl-1H-indole-1-acetic acid, ethyl ester). As a reaction SMILES: [C:1]([OH:10])(=[O:9])[C:2]1C(=CC=CC=1)S.[C:11]([NH:14][C:15]1[CH:23]=[CH:22][CH:21]=[C:20]2[C:16]=1[CH:17](SC1C=CC(Cl)=CC=1)[C:18]([CH3:28])(CC(O)=O)[NH:19]2)(=[O:13])[CH3:12].F[C:38](F)(F)[C:39](O)=O>>[C:11]([NH:14][C:15]1[CH:23]=[CH:22][CH:21]=[C:20]2[C:16]=1[CH:17]=[C:18]([CH3:28])[N:19]2[CH2:2][C:1]([O:10][CH2:38][CH3:39])=[O:9])(=[O:13])[CH3:12]. Procedure: Thiosalicylic acid was added to a solution of the product from Example 1 part (iv) (474 mg) in trifluoroacetic acid (10 ml) was added thiosalicylic acid (351 mg) and the resulting suspension was heated to 60° C. for 4 hours. The mixture was concentrated in vacuo and the residue dissolved in EtOAc and washed with NaHCO3 (aq), brine, dried (MgSO4) and evaporated to give crude material. Purification by column chromatography (50% EtOAc/hexane as eluent) gave the sub-title compound (0.13 g). Reactants: FC1=C(CC2(CCN(CC2)C2=CC=C(C(=O)OCC)C=C2)O)C=CC=C1 (ethyl 4-(4-(2-fluorobenzyl)-4-hydroxy-1-piperidinyl)benzoate), [H-].[Na+] (NaH), CI (CH3I). The solvent is C1CCOC1 (THF), CN(C)P(=O)(N(C)C)N(C)C (HMPA). Reaction conditions: time 30 minute. Yields the product FC1=C(CC2(CCN(CC2)C2=CC=C(C(=O)OCC)C=C2)OC)C=CC=C1 (ethyl 4-(4-(2-fluorobenzyl)-4-methoxy-1-piperidinyl)benzoate). RXN SMILES: [F:1][C:2]1[CH:26]=[CH:25][CH:24]=[CH:23][C:3]=1[CH2:4][C:5]1([OH:22])[CH2:10][CH2:9][N:8]([C:11]2[CH:21]=[CH:20][C:14]([C:15]([O:17][CH2:18][CH3:19])=[O:16])=[CH:13][CH:12]=2)[CH2:7][CH2:6]1.[H-].[Na+].[CH3:29]I>C1COCC1.CN(P(N(C)C)(N(C)C)=O)C>[F:1][C:2]1[CH:26]=[CH:25][CH:24]=[CH:23][C:3]=1[CH2:4][C:5]1([O:22][CH3:29])[CH2:6][CH2:7][N:8]([C:11]2[CH:21]=[CH:20][C:14]([C:15]([O:17][CH2:18][CH3:19])=[O:16])=[CH:13][CH:12]=2)[CH2:9][CH2:10]1 |f:1.2|. Procedure details: A solution of EXAMPLE 1C (17.89 g, 50.1 mmol) in THF (150 mL) and HMPA (33 mL) was treated with NaH (4.0 g of a 60% dispersion, 100 mmol) at 0° C., stirred for 30 minutes, treated with CH3I (20 mL, 321 mmol), and stirred overnight. The reaction mixture was partitioned between ethyl acetate and saturated aqueous NH4Cl. The organic layer was washed with water (2×), dried (MgSO4), and filtered. Filtration of the concentrate provided the desired product which was used without further purification. M... The reactants are [NH2-].[Na+] (sodium amide), CC(C(C)(C)C)=O (pinacolone), ClC1=CC=C(C=C1)C1=C(C(=NN1C1=C(C=C(C=C1)Cl)Cl)C(=O)OCC)C (ethyl 5-(4-chlorophenyl)-1-(2,4-dichlorophenyl)-4-methyl-1H-pyrazole-3-carboxylate), Cl (HCl). Solvent: C1CCOC1 (THF), C1CCOC1 (THF). Conditions: temperature 80 celsius. Product: ClC1=CC=C(C=C1)C1=C(C(=NN1C1=C(C=C(C=C1)Cl)Cl)C(\C=C(\C(C)(C)C)/O)=O)C ((Z)-1-(5-(4-chlorophenyl)-1-(2,4-dichlorophenyl)-4-methyl-1H-pyrazol-3-yl)-3-hydroxyl-4,4-dimethylpent-2-en-1-one). The yield is 37.2%. As a reaction SMILES: [NH2-].[Na+].[CH3:3][C:4](=[O:9])[C:5]([CH3:8])([CH3:7])[CH3:6].[Cl:10][C:11]1[CH:16]=[CH:15][C:14]([C:17]2[N:21]([C:22]3[CH:27]=[CH:26][C:25]([Cl:28])=[CH:24][C:23]=3[Cl:29])[N:20]=[C:19]([C:30](OCC)=[O:31])[C:18]=2[CH3:35])=[CH:13][CH:12]=1.Cl>C1COCC1>[Cl:10][C:11]1[CH:12]=[CH:13][C:14]([C:17]2[N:21]([C:22]3[CH:27]=[CH:26][C:25]([Cl:28])=[CH:24][C:23]=3[Cl:29])[N:20]=[C:19]([C:30](=[O:31])/[CH:3]=[C:4](\[OH:9])/[C:5]([CH3:8])([CH3:7])[CH3:6])[C:18]=2[CH3:35])=[CH:15][CH:16]=1 |f:0.1|. Procedure details: To a solution of sodium amide (215 mg, 5.5 mmol) in THF (5 mL) was added pinacolone (1.0 M THF solution, 5 mL, 5.0 mmol). The reaction mixture was refluxed at 80° C. for 30 min and then ethyl 5-(4-chlorophenyl)-1-(2,4-dichlorophenyl)-4-methyl-1H-pyrazole-3-carboxylate (4) (2.05 g, 5.0 mmol) in THF (15 mL) was added. The resulting solution was stirred and refluxed at 80° C. overnight. HCl aquous solution (11.0M, 50 mL) was added and extracted organic layer with ethyl acetate (50 mL twice). The co...